Dataset: the Open Reaction Database (ORD), a public repository of structured organic reaction records. Task: describe an organic reaction: reactants, conditions, products, and yield Reactants: CC(C)([O-])C.[K+] (potassium t-butoxide), BrC1=CC(=C(C=O)C=C1)F (4-bromo-2-fluorobenzaldehyde), IP(CC1CCC(CC1)CCC)(C1=CC=CC=C1)(C1=CC=CC=C1)C1=CC=CC=C1 (iodotriphenyl((4-propylcyclohexyl)methyl)phosphine). Solvent: C1CCOC1 (THF), C1CCOC1 (THF). Conditions: temperature -30 celsius, time 1 hour. Product: BrC1=CC(=C(C=C1)C=CC1CCC(CC1)CCC)F (4-bromo-2-fluoro-1-(2-(4-propylcyclohexyl)vinyl)benzene). The yield is 93.7%. Reaction SMILES: CC(C)([O-])C.[K+].IP(C1C=CC=CC=1)(C1C=CC=CC=1)(C1C=CC=CC=1)[CH2:9][CH:10]1[CH2:15][CH2:14][CH:13]([CH2:16][CH2:17][CH3:18])[CH2:12][CH2:11]1.[Br:37][C:38]1[CH:45]=[CH:44][C:41]([CH:42]=O)=[C:40]([F:46])[CH:39]=1>C1COCC1>[Br:37][C:38]1[CH:45]=[CH:44][C:41]([CH:42]=[CH:9][CH:10]2[CH2:15][CH2:14][CH:13]([CH2:16][CH2:17][CH3:18])[CH2:12][CH2:11]2)=[C:40]([F:46])[CH:39]=1 |f:0.1|. Procedure details: Under a nitrogen atmosphere, potassium t-butoxide (30.4 g, 271.0 mmol) was added, at −30° C. or lower, to a THF (500 mL) suspension of iodotriphenyl((4-propylcyclohexyl)methyl)phosphine (73) (143.0 g, 271.0 mmol). The reaction mixture was agitated at −30° C. or lower for 1 hour, and then a THF (100 mL) solution of 4-bromo-2-fluorobenzaldehyde (50.0 g, 246.0 mmol) was added dropwise thereto. The reaction mixture was returned to room temperature, and then quenched with 500 mL of water, and extract...